This data is from the Open Reaction Database (ORD), a public repository of structured organic reaction records. The task is: describe an organic reaction: reactants, conditions, products, and yield The reactants are C(C)(C)(C)OC(NC(=N)C=1SC(=C(C1)S(=O)(=O)C=1C=NC=C(C1)Br)SC)=O ({[4-(5-Bromo-pyridine-3-sulfonyl)-5-methylsulfanyl-thiophen-2-yl]-imino-methyl}-carbamic acid tert-butyl ester), C(C)O (ethanol), CC1=C(C=CC=C1)B(O)O (2-methyl phenyl boronic acid), C(=O)([O-])[O-].[Na+].[Na+] (Na2CO3). The reagents and catalysts are C=1C=CC(=CC1)[P](C=2C=CC=CC2)(C=3C=CC=CC3)[Pd]([P](C=4C=CC=CC4)(C=5C=CC=CC5)C=6C=CC=CC6)([P](C=7C=CC=CC7)(C=8C=CC=CC8)C=9C=CC=CC9)[P](C=1C=CC=CC1)(C=1C=CC=CC1)C=1C=CC=CC1 (Pd(PPh3)4). Solvent: C1(=CC=CC=C1)C (toluene), CCOC(=O)C (EtOAc). Conditions: temperature 80 celsius. Yields the product C(C)(C)(C)OC(NC(C=1SC(=C(C1)S(=O)(=O)C=1C=NC=C(C1)C1=C(C=CC=C1)C)SC)=N)=O ({Imino-[5-methylsulfanyl-4-(5-o-tolyl-pyridine-3-sulfonyl)-thiophen-2-yl]-methyl}-carbamic acid tert-butyl ester). As a reaction SMILES: [C:1]([O:5][C:6](=[O:27])[NH:7][C:8]([C:10]1[S:11][C:12]([S:25][CH3:26])=[C:13]([S:15]([C:18]2[CH:19]=[N:20][CH:21]=[C:22](Br)[CH:23]=2)(=[O:17])=[O:16])[CH:14]=1)=[NH:9])([CH3:4])([CH3:3])[CH3:2].[CH3:28][C:29]1[CH:34]=[CH:33][CH:32]=[CH:31][C:30]=1B(O)O.C([O-])([O-])=O.[Na+].[Na+].C(O)C>C1C=CC([P]([Pd]([P](C2C=CC=CC=2)(C2C=CC=CC=2)C2C=CC=CC=2)([P](C2C=CC=CC=2)(C2C=CC=CC=2)C2C=CC=CC=2)[P](C2C=CC=CC=2)(C2C=CC=CC=2)C2C=CC=CC=2)(C2C=CC=CC=2)C2C=CC=CC=2)=CC=1.CCOC(C)=O.C1(C)C=CC=CC=1>[C:1]([O:5][C:6](=[O:27])[NH:7][C:8](=[NH:9])[C:10]1[S:11][C:12]([S:25][CH3:26])=[C:13]([S:15]([C:18]2[CH:19]=[N:20][CH:21]=[C:22]([C:30]3[CH:31]=[CH:32][CH:33]=[CH:34][C:29]=3[CH3:28])[CH:23]=2)(=[O:17])=[O:16])[CH:14]=1)([CH3:4])([CH3:3])[CH3:2] |f:2.3.4,^1:50,52,71,90|. Reported procedure: The procedure described in Example 1: step c was followed using {[4-(5-Bromo-pyridine-3-sulfonyl)-5-methylsulfanyl-thiophen-2-yl]-imino-methyl}-carbamic acid tert-butyl ester (50 mg, 0.08 mmol), 2-methyl phenyl boronic acid (23 mg, 0.17 mmol), Pd(PPh3)4 (19 mg, 0.02 mmol), aqueous Na2CO3 (2M, 800 μL, 0.4 mmol), ethanol (800 μL) and toluene (1600 μL). The reaction was heated to 80° C. for 12 hours. The residue was dissolved into EtOAc and washed with brine. The organic layers were dried (MgSO4) a... Starting materials: ClC=1C(=NC(=CC1)N1CCN(CC1)S(=O)(=O)C=C)C1=NC=CC=C1 (3-chloro-6-(4-(vinylsulfonyl)piperazin-1-yl)-2,2′-bipyridine), Na, CO (methanol). Run in CCCCCCC (heptane), O (H2O). Reaction conditions: temperature 0 celsius, time 15 minute. The product is ClC=1C(=NC(=CC1)N1CCN(CC1)S(=O)(=O)CCOC)C1=NC=CC=C1 (3-chloro-6-{4-[(2-methoxyethyl)sulfonyl]piperazin-1-yl}-2,2′-bipyridine). The yield is 39.0%. Reaction SMILES: [Cl:1][C:2]1[C:3]([C:19]2[CH:24]=[CH:23][CH:22]=[CH:21][N:20]=2)=[N:4][C:5]([N:8]2[CH2:13][CH2:12][N:11]([S:14]([CH:17]=[CH2:18])(=[O:16])=[O:15])[CH2:10][CH2:9]2)=[CH:6][CH:7]=1.[CH3:25][OH:26]>CCCCCCC.O>[Cl:1][C:2]1[C:3]([C:19]2[CH:24]=[CH:23][CH:22]=[CH:21][N:20]=2)=[N:4][C:5]([N:8]2[CH2:9][CH2:10][N:11]([S:14]([CH2:17][CH2:18][O:26][CH3:25])(=[O:16])=[O:15])[CH2:12][CH2:13]2)=[CH:6][CH:7]=1. Procedure details: To a 0° C. solution of 3-chloro-6-(4-(vinylsulfonyl)piperazin-1-yl)-2,2′-bipyridine (68 mg, 0.190 mL) in methanol (1.8 mL), Na metal (47.5 mg, 2.05 mmol) washed in heptane was added and stirred for 15 min at 0° C. The reaction mixture was heated to 50° C. and stirred for 2 h and was cooled to RT, diluted with H2O (20 mL), extracted with ethyl acetate (3×20 mL). The combined organic layer was washed with brine (15 mL), dried over sodium sulfate, filtered and concentrated under reduced pressure an... Starting materials: IC=1C=C2C(=NNC2=CC1)C(=O)N(C)OC (5-iodo-N-methoxy-N-methyl-1H-indazole-3-carboxamide), O1CCCC=C1 (3,4-dihydro-2H-pyran), C(=O)(O)[O-].[Na+] (NaHCO3). The reagents and catalysts are CC1=CC=C(C=C1)S(=O)(=O)[O-].C1=CC=[NH+]C=C1 (PPTS). Solvent: C(Cl)Cl (DCM). The product is IC=1C=C2C(=NN(C2=CC1)C1OCCCC1)C(=O)N(C)OC (5-iodo-N-methoxy-N-methyl-1-(tetrahydro-2H-pyran-2-yl)-1H-indazole-3-carboxamide). The yield is 92.0%. As a reaction SMILES: [I:1][C:2]1[CH:3]=[C:4]2[C:8](=[CH:9][CH:10]=1)[NH:7][N:6]=[C:5]2[C:11]([N:13]([O:15][CH3:16])[CH3:14])=[O:12].[O:17]1[CH:22]=[CH:21][CH2:20][CH2:19][CH2:18]1.C([O-])(O)=O.[Na+]>C(Cl)Cl.CC1C=CC(S([O-])(=O)=O)=CC=1.C1C=C[NH+]=CC=1>[I:1][C:2]1[CH:3]=[C:4]2[C:8](=[CH:9][CH:10]=1)[N:7]([CH:18]1[CH2:19][CH2:20][CH2:21][CH2:22][O:17]1)[N:6]=[C:5]2[C:11]([N:13]([O:15][CH3:16])[CH3:14])=[O:12] |f:2.3,5.6|. Procedure details: A mixture of 5-iodo-N-methoxy-N-methyl-1H-indazole-3-carboxamide (X) (16.5 g, 50 mmol), 3,4-dihydro-2H-pyran (10.3 mL, 113 mmol) and PPTS (0.12 g, 0.6 mmol) in DCM was heated to reflux for 5 hours. The solution was poured into a saturated NaHCO3 solution, the layers were separated, and the aqueous layer was extracted with DCM. The combined organic layers were washed with 5% aqueous citric acid and brine, dried over MgSO4, and concentrated. The crude product was purified on a silica gel column (1... Starting materials: C1(=CC=CC=C1)C(C)C1=C(C=CC=C1)C=C (phenyl-(vinylpheny)ethane), C1(=CC=CC=C1)C(C)C1=CC=CC=C1 (diphenylethane), C(C)(=O)Cl (acetyl chloride). The product is C1(=CC=CC=C1)C(C)C1=C(C=CC=C1)C(C)=O (phenyl(acetylphenyl)ethane). Reaction SMILES: [C:1]1([CH:7]([C:9]2[CH:14]=[CH:13][CH:12]=[CH:11][C:10]=2[CH:15]=[CH2:16])[CH3:8])[CH:6]=[CH:5][CH:4]=[CH:3][CH:2]=1.C1(C(C2C=CC=CC=2)C)C=CC=CC=1.C(Cl)(=[O:33])C>>[C:1]1([CH:7]([C:9]2[CH:14]=[CH:13][CH:12]=[CH:11][C:10]=2[C:15](=[O:33])[CH3:16])[CH3:8])[CH:2]=[CH:3][CH:4]=[CH:5][CH:6]=1. Procedure: They can be prepared by a variety of chemical synthetic manners, and for example, phenyl-(vinylpheny)ethane may be prepared by reacting diphenylethane with acetyl chloride in the presence of a Friedel-Crafts catalyst to form phenyl(acetylphenyl)ethane, reducing the latter with sodium boron hydrine or the like, and dehydrating it. Phenyl(isopropenylphenyl)ethane can be prepared by reacting phenyl(formylphenyl)ethane with a Grignard reagent such as methylmagnesium iodide, and carrying out dehydrat... The reactants are C(=O)(O)[O-].[Na+] (NaHCO3), C12C=3C=CC=CC3C(CN(C1)C(C(F)(F)F)=O)C2 (1-(10-Aza-tricyclo[6.3.1.02,7]dodeca-2(7),3,5-trien-10-yl)-2,2,2-trifluoro-ethanone), C(=O)(C)Cl (AcCl), [Cl-].[Al+3].[Cl-].[Cl-] (aluminum chloride). Solvent: ClCCCl (DCE). Reaction conditions: time 30 minute. The product is C(C)(=O)C1=CC=2C3CN(CC(C2C=C1)C3)C(C(F)(F)F)=O (1-(4-Acetyl-10-aza-tricyclo[6.3.1.02,7]dodeca-2(7),3,5-trien-10-yl)-2,2,2-trifluoro-ethanone). Reaction SMILES: [CH:1]12[CH2:18][CH:8]([CH2:9][N:10]([C:12](=[O:17])[C:13]([F:16])([F:15])[F:14])[CH2:11]1)[C:7]1[CH:6]=[CH:5][CH:4]=[CH:3][C:2]2=1.[C:19](Cl)([CH3:21])=[O:20].[Cl-].[Al+3].[Cl-].[Cl-].C([O-])(O)=O.[Na+]>ClCCCl>[C:19]([C:5]1[CH:4]=[CH:3][C:2]2[CH:1]3[CH2:18][CH:8]([CH2:9][N:10]([C:12](=[O:17])[C:13]([F:15])([F:16])[F:14])[CH2:11]3)[C:7]=2[CH:6]=1)(=[O:20])[CH3:21] |f:2.3.4.5,6.7|. Reported procedure: 1-(10-Aza-tricyclo[6.3.1.02,7]dodeca-2(7),3,5-trien-10-yl)-2,2,2-trifluoro-ethanone (253 mg, 1.0 mmol) and AcCl (0.68 mL, 10 mmol) were dissolved in DCE (3 mL) and treated with aluminum chloride (AlCl3) (667 mg, 5.0 mmol). The resulting yellow mixture was stirred for 30 minutes then poured over ice and saturated aqueous NaHCO3 solution. After stirring 20 minutes the mixture was extracted with CH2Cl2 (3×30 mL). The organic layer was dried through a cotton plug then concentrated to a orange-yellow... Reactants: S1C=C(C=C1)C1=CC=C2C=CN=CC2=C1 (7-(3-thienyl)isoquinoline), Cl (HCl), [H][H] (hydrogen). The reagents and catalysts are [Pt]=O (platinum oxide). The solvent is C(C)O (ethanol), ClCCl (dichloromethane). The product is S1C=C(C=C1)C1=CC=C2CCNCC2=C1 (7-(3-thienyl)-1,2,3,4-tetrahydroisoquinoline). Yield: 63.5%. As a reaction SMILES: [S:1]1[CH:5]=[CH:4][C:3]([C:6]2[CH:15]=[C:14]3[C:9]([CH:10]=[CH:11][N:12]=[CH:13]3)=[CH:8][CH:7]=2)=[CH:2]1.Cl.[H][H]>ClCCl.C(O)C.[Pt]=O>[S:1]1[CH:5]=[CH:4][C:3]([C:6]2[CH:15]=[C:14]3[C:9]([CH2:10][CH2:11][NH:12][CH2:13]3)=[CH:8][CH:7]=2)=[CH:2]1. Procedure details: A solution of 7-(3-thienyl)isoquinoline (0.15 g, 3 mmol) in dichloromethane was treated with an excess of HCl gas. The mixture was evaporated under reduced pressure to give a colourless solid. The solid was dissolved in ethanol, platinum oxide (100 mg) added, the reaction mixture hydrogenated at 50 psi on a Parr apparatus until uptake of hydrogen ceased. The catalyst was collected by filtration and the filtrate was hydrogenated again using fresh catalyst until the starting material had been cons... Reactants: C1(=CC=CC=C1)SCN1S(=O)(=O)C2=CC=CC(=C2C1=O)C1=CC=CC=C1 (2-phenylthiomethyl-4-phenylsaccharin), S(=O)(=O)(Cl)Cl (sulfuryl chloride), C1(=CC=CC=C1)SCCl (chloromethyl phenyl sulfide). The reagents and catalysts are [Br-].C(CCC)[N+](CCCC)(CCCC)CCCC (tetrabutyl-ammonium bromide). Run in C1(=CC=CC=C1)C (toluene). The product is ClCN1S(=O)(=O)C2=CC=CC(=C2C1=O)C1=CC=CC=C1 (2-chloromethyl-4-phenyl-saccharin). Isolated yield 93.0%. RXN SMILES: C1(SC[Cl:9])C=CC=CC=1.C1(S[CH2:17][N:18]2[C:28](=[O:29])[C:27]3[C:22](=[CH:23][CH:24]=[CH:25][C:26]=3[C:30]3[CH:35]=[CH:34][CH:33]=[CH:32][CH:31]=3)[S:19]2(=[O:21])=[O:20])C=CC=CC=1.S(Cl)(Cl)(=O)=O>C1(C)C=CC=CC=1.[Br-].C([N+](CCCC)(CCCC)CCCC)CCC>[Cl:9][CH2:17][N:18]1[C:28](=[O:29])[C:27]2[C:22](=[CH:23][CH:24]=[CH:25][C:26]=2[C:30]2[CH:35]=[CH:34][CH:33]=[CH:32][CH:31]=2)[S:19]1(=[O:21])=[O:20] |f:4.5|. Reported procedure: Following a procedure similar to that described in Example 21, the latter (0.33 g, 0.0012 mol) was reacted with 0.3 g (0.0019 mol) of chloromethyl phenyl sulfide in 15 ml of toluene in the presence of 0.08 g (0.0025 mol) of tetrabutyl-ammonium bromide and the product, 2-phenylthiomethyl-4-phenylsaccharin (0.48 g, 100%), treated with sulfuryl chloride in MDC to give 0.36 g (95%) of 2-chloromethyl-4-phenyl-saccharin. The reactants are O (water), C1(=CC=CC=C1)O (Phenol), ClC1=C(C(=C(C(=O)O)C=C1)S(=O)(=O)C)F (4-chloro-3-fluoro-2-methylsulphonylbenzoic acid), O.[OH-].[Li+] (lithium hydroxide monohydrate). The solvent is CN(C=O)C (N,N-dimethylformamide). Conditions: temperature 100 celsius. Yields the product ClC1=C(C(=C(C(=O)O)C=C1)S(=O)(=O)C)OC1=CC=CC=C1 (4-chloro-2-methylsulphonyl-3-phenoxybenzoic acid). Yield: 70.4%. RXN SMILES: [C:1]1([OH:7])[CH:6]=[CH:5][CH:4]=[CH:3][CH:2]=1.[Cl:8][C:9]1[CH:17]=[CH:16][C:12]([C:13]([OH:15])=[O:14])=[C:11]([S:18]([CH3:21])(=[O:20])=[O:19])[C:10]=1F.O.[OH-].[Li+].O>CN(C)C=O>[Cl:8][C:9]1[CH:17]=[CH:16][C:12]([C:13]([OH:15])=[O:14])=[C:11]([S:18]([CH3:21])(=[O:20])=[O:19])[C:10]=1[O:7][C:1]1[CH:6]=[CH:5][CH:4]=[CH:3][CH:2]=1 |f:2.3.4|. Reported procedure: Phenol (2.26 g) was added to a mixture of 4-chloro-3-fluoro-2-methylsulphonylbenzoic acid (4.46 g) and lithium hydroxide monohydrate (1.65 g) in N,N-dimethylformamide and the mixture was stirred and heated at 100° C. overnight. It was cooled, poured into water and acidified to pH 1, extracted with ethyl acetate and the organic phase extracted into aqueous sodium bicarbonate solution. The aqueous layer was acidified to pH 1 and extracted with ethyl acetate, washed with water, dried (magnesium sul... The reactants are CN(C=O)C (dimethylformamide), P(=O)(Cl)(Cl)Cl (phosphorus oxychloride), N1=C(C=CC=C1)N1C(CC2=CC=CC=C12)=O (1-(pyridin-2-yl)-1,3-dihydroindol-2-one). Solvent: ClCCl (dichloromethane), ClCCl (dichloromethane), N1=CC=CC=C1 (pyridine). Reaction conditions: time 15 minute. Product: ClC=1N(C2=CC=CC=C2C1C=O)C1=NC=CC=C1 (2-chloro-1-(pyridin-2-yl)-1H-indole-3-carboxaldehyde). Isolated yield 23.0%. RXN SMILES: CN(C)[CH:3]=[O:4].P(Cl)(Cl)([Cl:8])=O.[N:11]1[CH:16]=[CH:15][CH:14]=[CH:13][C:12]=1[N:17]1[C:25]2[C:20](=[CH:21][CH:22]=[CH:23][CH:24]=2)[CH2:19][C:18]1=O>ClCCl.N1C=CC=CC=1>[Cl:8][C:18]1[N:17]([C:12]2[CH:13]=[CH:14][CH:15]=[CH:16][N:11]=2)[C:25]2[C:20]([C:19]=1[CH:3]=[O:4])=[CH:21][CH:22]=[CH:23][CH:24]=2. Procedure: The title compound is prepared following the procedure of Andreani, A. et al., J. Med. Chem. 20, (1977) 1344-1346 as follows. To a mixture of dimethylformamide (0.50 mL) and dichloromethane (0.50 mL) is added phosphorus oxychloride (0.50 mL) at 0° C. After stirring for 15 min, a solution of 1-(pyridin-2-yl)-1,3-dihydroindol-2-one (Le Baunt, G. et al., EP 0 580 502) (250 mg, 1.2 mmol) in dichloromethane (2.0 mL) and pyridine (0.25 mL) is added and the resulting dark-red solution is stirred for 36...